Dataset: the Open Reaction Database (ORD), a public repository of structured organic reaction records. Task: describe an organic reaction: reactants, conditions, products, and yield Reactants: ClC=1C=CC=2N(C1)C=C(N2)CCl (6-chloro-2-(chloromethyl)imidazo[1,2-a]pyridine), FC(C=1C=C(C=CC1)N1CCNCC1)(F)F (1-[3-(trifluoromethyl)phenyl]piperazine). Run in CO.ClCCl (methanol dichloromethane). The product is ClC=1C=CC=2N(C1)C=C(N2)CN2CCN(CC2)C2=CC(=CC=C2)C(F)(F)F (6-Chloro-2-[[4-[3-(trifluoromethyl)phenyl]-1-piperazinyl]methyl]imidazo[1,2-a]pyridine). Reaction SMILES: [Cl:1][C:2]1[CH:3]=[CH:4][C:5]2[N:6]([CH:8]=[C:9]([CH2:11]Cl)[N:10]=2)[CH:7]=1.[F:13][C:14]([F:28])([F:27])[C:15]1[CH:16]=[C:17]([N:21]2[CH2:26][CH2:25][NH:24][CH2:23][CH2:22]2)[CH:18]=[CH:19][CH:20]=1>CO.ClCCl>[Cl:1][C:2]1[CH:3]=[CH:4][C:5]2[N:6]([CH:8]=[C:9]([CH2:11][N:24]3[CH2:23][CH2:22][N:21]([C:17]4[CH:18]=[CH:19][CH:20]=[C:15]([C:14]([F:27])([F:28])[F:13])[CH:16]=4)[CH2:26][CH2:25]3)[N:10]=2)[CH:7]=1 |f:2.3|. Procedure: Following the general procedure of Example 39, Step 2, and making non-critical variations, 6-chloro-2-(chloromethyl)imidazo[1,2-α]pyridine (Example 4, Step 1; 0.2982 g) and 1-[3-(trifluoromethyl)phenyl]piperazine (Aldrich; 0.34 mL) are converted to product, followed by chromatography on silica gel using methanol/dichlormethane (2/98). Crystallization from ethyl acetate and then from ethyl acetate/dichloromethane gives 0.053 g of the title compound; mp 145-145.5° C.; MS m/z 394; IR (mineral oil) ... Starting materials: CN(C)C=O, O=C(CCl)Nc1ccccc1C(F)(F)F, [Na+], [Na+], O=C([O-])[O-], O, c1ccc(N2CCNCC2)nc1. The product is O=C(CN1CCN(c2ccccn2)CC1)Nc1ccccc1C(F)(F)F. RXN SMILES: [CH3:35][N:36]([CH3:37])[CH:38]=[O:39].[F:13][C:14]([c:15]1[c:16]([NH:21][C:22]([CH2:23][Cl:24])=[O:25])[cH:17][cH:18][cH:19][cH:20]1)([F:26])[F:27].[Na+:28].[Na+:29].[O-:30][C:31](=[O:32])[O-:33].[OH2:34].[n:1]1[c:2]([N:7]2[CH2:8][CH2:9][NH:10][CH2:11][CH2:12]2)[cH:3][cH:4][cH:5][cH:6]1>>[n:1]1[c:2]([N:7]2[CH2:8][CH2:9][N:10]([CH2:23][C:22]([NH:21][c:16]3[c:15]([C:14]([F:13])([F:26])[F:27])[cH:20][cH:19][cH:18][cH:17]3)=[O:25])[CH2:11][CH2:12]2)[cH:3][cH:4][cH:5][cH:6]1.